This data is from the Open Reaction Database (ORD), a public repository of structured organic reaction records. The task is: describe an organic reaction: reactants, conditions, products, and yield Reactants: C1(=CC=C(C=C1)S(=O)(=O)[O-])C.[NH+]1=CC=CC=C1 (pyridinium p-toluenesulfonate), C(O)([O-])=O.[Na+] (sodium hydrogen carbonate), C(=C)OCC (ethyl vinyl ether), COC=1C=C(C=CC1)O (3-methoxyphenol). The solvent is O1CCCC1 (tetrahydrofuran), O (water), O1CCCC1 (tetrahydrofuran). The product is C(C)OC(C)OC1=CC(=CC=C1)OC (1-(1-ethoxyethoxy)-3-methoxybenzene). RXN SMILES: [CH3:1][O:2][C:3]1[CH:4]=[C:5]([OH:9])[CH:6]=[CH:7][CH:8]=1.C1(C)C=CC(S([O-])(=O)=O)=CC=1.[NH+]1C=CC=CC=1.[CH:27]([O:29][CH2:30][CH3:31])=[CH2:28].C(=O)([O-])O.[Na+]>O.O1CCCC1>[CH2:27]([O:29][CH:30]([O:9][C:5]1[CH:6]=[CH:7][CH:8]=[C:3]([O:2][CH3:1])[CH:4]=1)[CH3:31])[CH3:28] |f:1.2,4.5|. Reported procedure: 2600 mL of tetrahydrofuran and 650.4 g (5.24 mol) of 3-methoxyphenol were added to a 15 L four-necked round bottom flask under a nitrogen atmosphere. Subsequently 65.8 g (0.26 mol) of pyridinium p-toluenesulfonate was added to this tetrahydrofuran solution and stirring was started. This mixture was cooled in a temperature-controlled bath set to 8° C. and 760.1 g (10.54 mol) of ethyl vinyl ether was added dropwise to the reaction mixture for about 1.5 hours. The reaction mixture was stirred at th... Reactants: N1=CC(=CC=C1)CCCO (3-(3-pyridyl)-1-propanol), Br (hydrobromic acid). Product: hydrobromide salt, N1=CC(=CC=C1)CCCBr (3-(3-pyridyl)-1-bromopropane). RXN SMILES: [N:1]1[CH:6]=[CH:5][CH:4]=[C:3]([CH2:7][CH2:8][CH2:9]O)[CH:2]=1.[BrH:11]>>[N:1]1[CH:6]=[CH:5][CH:4]=[C:3]([CH2:7][CH2:8][CH2:9][Br:11])[CH:2]=1. Reported procedure: To 17.0 g (124 moles) of 3-(3-pyridyl)-1-propanol was added 240 mL of 48% hydrobromic acid. The mixture was heated under reflux for 4 hours, and then evaporated to dryness to afford the hydrobromide salt of 3-(3-pyridyl)-1-bromopropane as an oil in quantitative yield. Reactants: cone, Cl (HCl), [H-].[Na+] (sodium hydride), ice water, BrCC(=O)OCC (ethyl bromoacetate), C(C1=CC=CC=C1)O (benzyl alcohol). Run in O (water), C1(=CC=CC=C1)C (toluene). Conditions: time 3.5 hour. Product: C(C1=CC=CC=C1)OCC(=O)OCC (ethyl (benzyloxy)acetate). RXN SMILES: [H-].[Na+].[CH2:3]([OH:10])[C:4]1[CH:9]=[CH:8][CH:7]=[CH:6][CH:5]=1.Br[CH2:12][C:13]([O:15][CH2:16][CH3:17])=[O:14].Cl>C1(C)C=CC=CC=1.O>[CH2:3]([O:10][CH2:12][C:13]([O:15][CH2:16][CH3:17])=[O:14])[C:4]1[CH:9]=[CH:8][CH:7]=[CH:6][CH:5]=1 |f:0.1|. Procedure: To a suspension of sodium hydride (44.2 g, 60 percent in oil, 1.1 mol) in dry toluene (800 mL) was added dropwise a solution of benzyl alcohol (108 mL, 1.0 mol, in 200 mL of toluene) at 0° C. under nitrogen over 30 min. The resulting mixture was stirred for 3.5 h at rt. The reaction was then cooled with ice water, to which a solution of ethyl bromoacetate (167.6 g, 1.0 mmol, in 200 mL of toluene) was added in 30 min and the resulting mixture was stirred for additional 25 min at 0° C. The reactio... Starting materials: [Cl-] (chloride), O (water), C1CCOC1 (THF), CC(C)([O-])C.[K+] (potassium tert-butoxide), C(=C)C1CCC(CC1)C1CCC(CC1)C=O (4′-Vinyl-bicyclohexyl-4-carbaldehyde), C1CCOC1 (THF), C1CCOC1 (THF). Reaction conditions: time 0.5 hour. Yields the product COC=CC1CCC(CC1)C1CCC(CC1)C=C (4-(2-methoxy-vinyl)-4′-vinylbicyclohexyl). RXN SMILES: [Cl-].CC(C)([O-])C.[K+].[CH:8]([CH:10]1[CH2:15][CH2:14][CH:13]([CH:16]2[CH2:21][CH2:20][CH:19]([CH:22]=O)[CH2:18][CH2:17]2)[CH2:12][CH2:11]1)=[CH2:9].O.C1[CH2:29][O:28][CH2:27]C1>>[CH3:27][O:28][CH:29]=[CH:22][CH:19]1[CH2:18][CH2:17][CH:16]([CH:13]2[CH2:12][CH2:11][CH:10]([CH:8]=[CH2:9])[CH2:15][CH2:14]2)[CH2:21][CH2:20]1 |f:1.2|. Reported procedure: Methoxymethyltryphenylphosphonium chloride (17.9 g) was suspended in THF (150 mL), to which THF solution (150 mL) of potassium tert-butoxide was then added dropwise at −20° C., followed by stirring at that temperature for 0.5 hour. To the resulting mixture, THF solution (100 mL) of 4′-Vinyl-bicyclohexyl-4-carbaldehyde (9.0 g) was added dropwise at −20° C., followed by stirring at that temperature for further 1 hour, and then the temperature of the system was gradually increased to room temperatu... Reactants: Compound XII, CC(C)CC(=O)C1=C(C(=C(C=C1O)O)CC=C(C)C)[O-] (compound X), C1(C=2C(C(N1)=O)=CC=CC2)=O (phthalimide), 1-naphthyl. Product: C(C=C)C1=C(OCC(CN2C(C=3C(C2=O)=CC=CC3)=O)O)C=CC=C1 (3-(2-Allylphenoxy)-1-Phthalimidopropan-2-ol). As a reaction SMILES: CC(CC([C:7]1[C:12](O)=[CH:11][C:10]([OH:14])=[C:9]([CH2:15][CH:16]=[C:17](C)C)[C:8]=1[O-])=O)C.[C:21]1(=[O:31])[NH:25][C:24](=[O:26])[C:23]2=[CH:27][CH:28]=[CH:29][CH:30]=[C:22]12>>[CH2:15]([C:9]1[CH:8]=[CH:7][CH:12]=[CH:11][C:10]=1[O:14][CH2:9][CH:10]([OH:14])[CH2:11][N:25]1[C:21](=[O:31])[C:22]2=[CH:30][CH:29]=[CH:28][CH:27]=[C:23]2[C:24]1=[O:26])[CH:16]=[CH2:17]. Procedure: The title compound was prepared from compound X (R=2-allylphenyl) and phthalimide by the general procedure described above for the 1-naphthyl derivative (Compound XII). Reactants: OCc1ccc(NCc2ccc(Cl)cc2)nc1F, C1CCOC1, O. Product: O=Cc1ccc(NCc2ccc(Cl)cc2)nc1F. Reaction SMILES: [Cl:1][c:2]1[cH:3][cH:4][c:5]([CH2:6][NH:7][c:8]2[cH:9][cH:10][c:11]([CH2:15][OH:16])[c:12]([F:14])[n:13]2)[cH:17][cH:18]1.[O:20]1[CH2:21][CH2:22][CH2:23][CH2:24]1.[OH2:19]>>[Cl:1][c:2]1[cH:3][cH:4][c:5]([CH2:6][NH:7][c:8]2[cH:9][cH:10][c:11]([CH:15]=[O:16])[c:12]([F:14])[n:13]2)[cH:17][cH:18]1. Starting materials: ClC1=C(C=CC(=C1)NC1=C(C=CC=C1)CO[Si](C(C)C)(C(C)C)C(C)C)C(=O)C1=C(C=CC=C1)C ({2-Chloro-4-[(2-{[(triisopropyl)siloxy]methyl}phenyl)amino]phenyl}(2-methylphenyl)methanone), CCCC[N+](CCCC)(CCCC)CCCC.[F-] (TBAF). The solvent is C1CCOC1 (THF). Run at time 0.5 hour. The product is ClC1=C(C=CC(=C1)NC1=C(C=CC=C1)CO)C(=O)C1=C(C=CC=C1)C ((2-Chloro-4-{[2-(hydroxymethyl)phenyl]amino}phenyl)(2-methylphenyl)methanone). RXN SMILES: [Cl:1][C:2]1[CH:7]=[C:6]([NH:8][C:9]2[CH:14]=[CH:13][CH:12]=[CH:11][C:10]=2[CH2:15][O:16][Si](C(C)C)(C(C)C)C(C)C)[CH:5]=[CH:4][C:3]=1[C:27]([C:29]1[CH:34]=[CH:33][CH:32]=[CH:31][C:30]=1[CH3:35])=[O:28].CCCC[N+](CCCC)(CCCC)CCCC.[F-]>C1COCC1>[Cl:1][C:2]1[CH:7]=[C:6]([NH:8][C:9]2[CH:14]=[CH:13][CH:12]=[CH:11][C:10]=2[CH2:15][OH:16])[CH:5]=[CH:4][C:3]=1[C:27]([C:29]1[CH:34]=[CH:33][CH:32]=[CH:31][C:30]=1[CH3:35])=[O:28] |f:1.2|. Reported procedure: Compound 441 (3.21 g, 6.32 mmol) and TBAF.3H2O (2.99 g, 6.32 mmol) were dissolved in THF (20 ml). The obtained reaction solution was stirred at RT for 0.5 h. After reaction the solution was concentrated in vacuo. The residue was redissolved in CH2Cl2 and washed with H2O. The aqueous phase was extracted twice with CH2Cl2. The combined organic phases were dried over MgSO4 and concentrated in vacuo. The crude product was purified by chromatography (petroleum ether/ethyl acetate 2:1) to give the tit... RXN SMILES: [Cl:1][C:2]([N:4]1[C:10]2[CH:11]=[CH:12][CH:13]=[CH:14][C:9]=2[C:8](=[O:15])[NH:7][C:6]2[CH:16]=[CH:17][CH:18]=[N:19][C:5]1=2)=[O:3].[CH3:20][N:21]1[CH2:26][CH2:25][CH:24]([CH:27]2[CH2:32][CH2:31][NH:30][CH2:29][CH2:28]2)[CH2:23][CH2:22]1>>[ClH:1].[CH3:20][N:21]1[CH2:26][CH2:25][CH:24]([CH:27]2[CH2:32][CH2:31][N:30]([C:2]([N:4]3[C:10]4[CH:11]=[CH:12][CH:13]=[CH:14][C:9]=4[C:8](=[O:15])[NH:7][C:6]4[CH:16]=[CH:17][CH:18]=[N:19][C:5]3=4)=[O:3])[CH2:29][CH2:28]2)[CH2:23][CH2:22]1 |f:2.3|. Procedure: Prepared analogously to Example 4 from 11-(chlorocarbonyl)-5,11-dihydro-6H-pyrido[2,3-b][1,4]benzodiazepin-6-one and 4-(1-methyl-4-piperidinyl)piperidine in a yield of 21% of theory. Colourless crystals, m.p. 254°-255° C. The yield is 21.0%. Yields the product Cl.CN1CCC(CC1)C1CCN(CC1)C(=O)N1C2=C(NC(C3=C1C=CC=C3)=O)C=CC=N2 (5,11-Dihydro-11-[[4-(1-methyl-4-piperidinyl)-1-piperidinyl]-carbonyl]-6H-pyrido[2,3-b][1,4]benzodiazepin-6-one-hydrochloride). Reactants: ClC(=O)N1C2=C(NC(C3=C1C=CC=C3)=O)C=CC=N2 (11-(chlorocarbonyl)-5,11-dihydro-6H-pyrido[2,3-b][1,4]benzodiazepin-6-one), CN1CCC(CC1)C1CCNCC1 (4-(1-methyl-4-piperidinyl)piperidine).